From a dataset of the Open Reaction Database (ORD), a public repository of structured organic reaction records. describe an organic reaction: reactants, conditions, products, and yield Yields the product [C@@H]1([C@@H](C1)C(=O)Cl)C(=O)Cl (rel-(1R,2R)-cyclopropane-1,2-dicarbonyl dichloride). Reaction SMILES: [C:1](Cl)(=O)[C:2]([Cl:4])=[O:3].[C@@H:7]1(C(O)=O)C[C@H:8]1[C:10]([OH:12])=O.CN(C=O)C.[Cl:21]CCl>>[C@@H:1]1([C:2]([Cl:4])=[O:3])[CH2:7][C@H:8]1[C:10]([Cl:21])=[O:12]. Reaction conditions: time 2 hour. The reactants are C(C(=O)Cl)(=O)Cl (Oxalyl chloride), [C@@H]1([C@@H](C1)C(=O)O)C(=O)O (rel-(1R,2R)-cyclopropane-1,2-dicarboxylic acid), ClCCl (dichloromethane), CN(C)C=O (DMF). Procedure details: Oxalyl chloride (112.0 mL, 1.153 mol) was added drop-wise to a stirred solution of rel-(1R,2R)-cyclopropane-1,2-dicarboxylic acid (60.0 g, 0.461 mol) in dichloromethane (600 mL) at 0° C. DMF (2 mL) was added to the reaction mixture at 0° C., and then the reaction mixture was allowed to warm to ambient temperature. After 2 hours, the reaction mixture was concentrated under reduced pressure to afford rel-(1R,2R)-cyclopropane-1,2-dicarbonyl dichloride. The material was used without further purifica...